This data is from the Open Reaction Database (ORD), a public repository of structured organic reaction records. The task is: describe an organic reaction: reactants, conditions, products, and yield RXN SMILES: [CH2:1]([N:3]1[CH2:8][CH2:7][CH:6]([CH2:9][CH2:10]O)[CH2:5][CH2:4]1)[CH3:2].Cl.N1CCC(CC[CH2:21][OH:22])CC1>>[CH2:1]([N:3]1[CH2:4][CH2:5][CH:6]([CH2:9][CH2:10][CH2:21][OH:22])[CH2:7][CH2:8]1)[CH3:2] |f:1.2|. Product: C(C)N1CCC(CC1)CCCO (3-(1-Ethyl-4-piperidinyl)-1-propanol). Reported procedure: Prepared similarly to Intermediate 20 from 3-(4-piperidinyl)-1-propanol hydrochloride. 1H NMR (400 MHz, DMSO-d6) δ ppm 0.96 (t, J=7.2 Hz, 3H) 1.01-1.23 (m, 5H) 1.36-1.45 (m, 2H) 1.56-1.63 (m, 2H) 1.72-1.81 (m, 2H) 2.22-2.29 (m, 2H) 2.73 (s, 17H residual DMF) 2.81 (d, J=11.54 Hz, 2H) 2.86-2.92 (m, 18H residual DMF) 3.30-3.39 (m, 3H) 4.30-4.36 (m, 1H) 7.95 (s, 8H residual DMF) The reactants are C(C)N1CCC(CC1)CCO (2-(1-Ethyl-4-piperidinyl)ethanol), Cl.N1CCC(CC1)CCCO (3-(4-piperidinyl)-1-propanol hydrochloride). The reactants are Cl (hydrochloric acid), [N-]=[N+]=[N-].[Na+] (Sodium azide), [Cl-].[NH+]1=CC=CC=C1 (pyridinium chloride), COC=1C=C(C=CC(=O)NC2=CC=CC3=C2OCCO3)C=CC1OCCCCC (8-(3-methoxy-4-pentyloxycinnamoyl)amino-1,4-benzodioxane). Procedure: Sodium azide (490 mg) and pyridinium chloride (870 mg) were added to a solution of 8-(3-methoxy-4-pentyloxycinnamoyl)amino-1,4-benzodioxane (560 mg; synthesized in reference example 2) in dry dimethylformamide (3 ml). In an atmosphere of argon, the solution was stirred for 1.5 hrs at 100° C. The reaction solution cooled to room temperature was poured into 1N hydrochloric acid, and the mixture was extracted with ethyl acetate. The extract was washed with water and a saturated aqueous solution of ... As a reaction SMILES: [N-:1]=[N+:2]=[N-:3].[Na+].[Cl-].[NH+:6]1C=CC=C[CH:7]=1.[CH3:12][O:13][C:14]1[CH:15]=[C:16]([CH:32]=[CH:33][C:34]=1[O:35][CH2:36][CH2:37][CH2:38][CH2:39][CH3:40])[CH:17]=[CH:18][C:19]([NH:21][C:22]1[C:27]2[O:28][CH2:29][CH2:30][O:31][C:26]=2[CH:25]=[CH:24][CH:23]=1)=[O:20].Cl>CN(C)C=O>[CH3:12][O:13][C:14]1[CH:15]=[C:16]([CH:32]=[CH:33][C:34]=1[O:35][CH2:36][CH2:37][CH2:38][CH2:39][CH3:40])[CH:17]=[CH:18][C:19]([NH:21][C:22]1[C:27]2[O:28][CH:29]([C:7]3[NH:6][N:3]=[N:2][N:1]=3)[CH2:30][O:31][C:26]=2[CH:25]=[CH:24][CH:23]=1)=[O:20] |f:0.1,2.3|. Run in CN(C=O)C (dimethylformamide). Product: COC=1C=C(C=CC(=O)NC2=CC=CC3=C2OC(CO3)C3=NN=NN3)C=CC1OCCCCC (8-(3-methoxy-4-pentyloxycinnamoyl)amino-2-(5-tetrazolyl)-1,4-benzodioxane). Yield: 59.5%. Reaction conditions: temperature 100 celsius, time 1.5 hour.